From a dataset of the Open Reaction Database (ORD), a public repository of structured organic reaction records. describe an organic reaction: reactants, conditions, products, and yield The reactants are C(C(=C)C)(=O)OC (methyl methacrylate), N-t-butyl, CC(OCC)=O (EA). Yields the product COC(C=C)=O.C(C)OC(C=C)=O.C(C(=C)C)(=O)OC (Methylacrylate Ethylacrylate Methyl Methacrylate). As a reaction SMILES: [C:1]([O:6][CH3:7])(=[O:5])[C:2]([CH3:4])=[CH2:3].[CH3:8][C:9](=[O:13])[O:10][CH2:11][CH3:12]>>[CH3:7][O:6][C:1](=[O:5])[CH:2]=[CH2:3].[CH2:11]([O:10][C:9](=[O:13])[CH:8]=[CH2:1])[CH3:12].[C:1]([O:6][CH3:7])(=[O:5])[C:2]([CH3:4])=[CH2:3] |f:2.3.4|. Procedure: A degassed solution of the MA-EA diblock of Example 36 (80 mg) and di-t-butylnitroxide (0.025 mg) in methyl methacrylate (2 ml) was heated at 100° C. for 0.5 hr. The 1H NMR of the product (220 mg), obtained on evaporation of volatiles, indicated that approx. 60 methyl methacrylate units per chain on average, had added onto the MA-EA diblock to give the triblock of structure 37. 1H NMR (250 MHz) δ: 1.10 and 1.11 (O-t-butyl), 3.60 (COOCH3 of MMA), 3.68 (COOCH3 of MA), 4.0-4.2 (O--CH2CH3), 7.1-7.35... Reactants: [B-](F)(F)(F)F.C1=CC=NC=C1.C1=CC=NC=C1.[IH2+] (Bis(pyridine)iodonium tetrafluoroborate), [Cl-].[NH4+] (ammonium chloride), COC1=CC=C(C=C1)C(C(C=C)C1=CC=CC=C1)C1=CC=C(C=C1)OC(C(C)(C)C)=O (1-(4-methoxyphenyl)-2-phenyl-1-(4-pivaloyloxyphenyl)-3-butene). Solvent: C(Cl)Cl (methylene chloride), C(Cl)Cl (methylene chloride). Conditions: temperature -78 celsius, time 1 hour. Product: IC1CC2=CC(=CC=C2C(C1C1=CC=CC=C1)C1=CC=C(C=C1)OC(C(C)(C)C)=O)OC (2-iodo-7-methoxy-3-phenyl-4-(4-pivaloyloxyphenyl)-1,2,3,4-tetrahydronaphthalene). Yield: 71.0%. As a reaction SMILES: [B-](F)(F)(F)F.C1C=CN=CC=1.C1C=CN=CC=1.[IH2+:18].[CH3:19][O:20][C:21]1[CH:26]=[CH:25][C:24]([CH:27]([C:37]2[CH:42]=[CH:41][C:40]([O:43][C:44](=[O:49])[C:45]([CH3:48])([CH3:47])[CH3:46])=[CH:39][CH:38]=2)[CH:28]([C:31]2[CH:36]=[CH:35][CH:34]=[CH:33][CH:32]=2)[CH:29]=[CH2:30])=[CH:23][CH:22]=1.[Cl-].[NH4+]>C(Cl)Cl>[I:18][CH:29]1[CH:28]([C:31]2[CH:36]=[CH:35][CH:34]=[CH:33][CH:32]=2)[CH:27]([C:37]2[CH:38]=[CH:39][C:40]([O:43][C:44](=[O:49])[C:45]([CH3:48])([CH3:47])[CH3:46])=[CH:41][CH:42]=2)[C:24]2[C:23](=[CH:22][C:21]([O:20][CH3:19])=[CH:26][CH:25]=2)[CH2:30]1 |f:0.1.2.3,5.6|. Reported procedure: Bis(pyridine)iodonium tetrafluoroborate (65.8 mg, 0.177 mmol) was suspended in methylene chloride (3.4 mL), and cooled in a dry ice-acetone bath to −78° C. To this, a methylene chloride (1.8 mL) solution of 1-(4-methoxyphenyl)-2-phenyl-1-(4-pivaloyloxyphenyl)-3-butene (4, 56.0 mg, 0.135 mmol) was added, and further, boron tribromide diethyl ether complex (0.015 mL, 0.118 mmol) was added divided into 3 portions. After this, and after stirring for 1 hr at −78° C., the reaction was stopped by addin... Reactants: BrCCBr, CN1CCCC1=O, [H-], COC(=O)Cc1ccc(C(F)(F)F)c([N+](=O)[O-])c1, [Na+], O. Product: COC(=O)C1(c2ccc(C(F)(F)F)c([N+](=O)[O-])c2)CC1. Reaction SMILES: [Br:19][CH2:20][CH2:21][Br:22].[CH3:25][N:26]1[CH2:27][CH2:28][CH2:29][C:30]1=[O:31].[H-:23].[N+:1](=[O:2])([O-:3])[c:4]1[cH:5][c:6]([CH2:14][C:15](=[O:16])[O:17][CH3:18])[cH:7][cH:8][c:9]1[C:10]([F:11])([F:12])[F:13].[Na+:24].[OH2:32]>>[N+:1](=[O:2])([O-:3])[c:4]1[cH:5][c:6]([C:14]2([C:15](=[O:16])[O:17][CH3:18])[CH2:20][CH2:21]2)[cH:7][cH:8][c:9]1[C:10]([F:11])([F:12])[F:13]. The reactants are CN1C(OC2=C1C=CC(=C2)C(CCCl)=O)=O (3-methyl-6-( 3-chloropropionyl)benzoxazolinone), C(C)(=O)[O-].[K+] (potassium acetate). The solvent is CN(C=O)C (dimethylformamide). Reaction conditions: time 50 minute. Yields the product CN1C(OC2=C1C=CC(=C2)C(C=C)=O)=O (3-methyl-6-acryloylbenzoxazolinone). Reaction SMILES: [CH3:1][N:2]1[C:6]2[CH:7]=[CH:8][C:9]([C:11](=[O:15])[CH2:12][CH2:13]Cl)=[CH:10][C:5]=2[O:4][C:3]1=[O:16].C([O-])(=O)C.[K+]>CN(C)C=O>[CH3:1][N:2]1[C:6]2[CH:7]=[CH:8][C:9]([C:11](=[O:15])[CH:12]=[CH2:13])=[CH:10][C:5]=2[O:4][C:3]1=[O:16] |f:1.2|. Reported procedure: In a 150-ml ground-necked flask equipped with a reflux condenser, 5 g (0.02 mol) of 3-methyl-6-( 3-chloropropionyl)benzoxazolinone, described in Patent Application FR 89/02554, are dissolved in 70 ml of dimethylformamide. 2.04 g of potassium acetate are introduced. The mixture is heated with magnetic stirring to 75°-80° C. for 50 min. After cooling, the reaction mixture is poured into ice-cold water. The resulting mixture is stirred for 0.5 h. The precipitate obtained is drained, washed with wat... The reactants are CN, O=C(NC(Cc1ccc(OC(F)(F)F)cc1)C(=O)O)c1ccc(OCCCC(F)(F)F)cc1. The product is CNC(=O)C(Cc1ccc(OC(F)(F)F)cc1)NC(=O)c1ccc(OCCCC(F)(F)F)cc1. Reaction SMILES: [CH3:34][NH2:35].[F:1][C:2]([CH2:3][CH2:4][CH2:5][O:6][c:7]1[cH:8][cH:9][c:10]([C:11](=[O:12])[NH:13][CH:14]([C:15](=[O:16])[OH:17])[CH2:18][c:19]2[cH:20][cH:21][c:22]([O:25][C:26]([F:27])([F:28])[F:29])[cH:23][cH:24]2)[cH:30][cH:31]1)([F:32])[F:33]>>[F:1][C:2]([CH2:3][CH2:4][CH2:5][O:6][c:7]1[cH:8][cH:9][c:10]([C:11](=[O:12])[NH:13][CH:14]([C:15](=[O:16])[NH:35][CH3:34])[CH2:18][c:19]2[cH:20][cH:21][c:22]([O:25][C:26]([F:27])([F:28])[F:29])[cH:23][cH:24]2)[cH:30][cH:31]1)([F:32])[F:33].